The task is: describe an organic reaction: reactants, conditions, products, and yield. This data is from the Open Reaction Database (ORD), a public repository of structured organic reaction records. The reactants are O.Cl.Cl.NCCC[C@H]1CN(CC=2N1C1=C(C(=NC3=CC=CC=C13)N)N2)S(=O)(=O)C ((11S)-11-(3-Aminopropyl)-9-(methylsulfonyl)-8,9,10,11-tetrahydropyrazino[1′,2′:1,2]imidazo[4,5-c]quinolin-6-amine dihydrochloride hydrate), Cl (HCl). The reagents and catalysts are [Pt]=O (Platinum oxide). Run in FC(C(=O)O)(F)F (trifluoroacetic acid), C(C)O (ethanol). Conditions: time 2 day. The product is O.Cl.Cl.NCCC[C@H]1CN(CC=2N1C1=C(C(=NC=3CCCCC13)N)N2)S(=O)(=O)C ((11S)-11-(3-aminopropyl)-9-(methylsulfonyl)-1,2,3,4,8,9,10,11-octahydropyrazino[1′,2′:1,2]imidazo[4,5-c]quinolin-6-amine dihydrochloride hydrate). Isolated yield 121.7%. As a reaction SMILES: O.[ClH:2].Cl.[NH2:4][CH2:5][CH2:6][CH2:7][C@@H:8]1[N:13]2[C:14]3[C:23]4[C:18](=[CH:19][CH:20]=[CH:21][CH:22]=4)[N:17]=[C:16]([NH2:24])[C:15]=3[N:25]=[C:12]2[CH2:11][N:10]([S:26]([CH3:29])(=[O:28])=[O:27])[CH2:9]1.Cl>FC(F)(F)C(O)=O.C(O)C.[Pt]=O>[OH2:27].[ClH:2].[ClH:2].[NH2:4][CH2:5][CH2:6][CH2:7][C@@H:8]1[N:13]2[C:14]3[C:23]4[CH2:22][CH2:21][CH2:20][CH2:19][C:18]=4[N:17]=[C:16]([NH2:24])[C:15]=3[N:25]=[C:12]2[CH2:11][N:10]([S:26]([CH3:29])(=[O:27])=[O:28])[CH2:9]1 |f:0.1.2.3,8.9.10.11|. Reported procedure: (11S)-11-(3-Aminopropyl)-9-(methylsulfonyl)-8,9,10,11-tetrahydropyrazino[1′,2′:1,2]imidazo[4,5-c]quinolin-6-amine dihydrochloride hydrate (1.30 g, 2.80 mmol) was dissolved in 10 mL of trifluoroacetic acid and the solution was placed in a pressure bottle. Platinum oxide (635 mg) was then added and the reaction mixture was shaken under H2 at 50 PSI (3.4×105 Pa). After 2 days, the reaction mixture was filtered through a pad of CELITE filter agent. The pad was rinsed with ethanol and the combined fi... Reactants: Cl.C1(CC1)CC1C(CCC2=CC(=CC=C12)F)N (1-Cyclopropylmethyl-6-fluoro-1,2,3,4-tetrahydro-naphthalen-2-ylamine hydrochloride), C1(=CC=CC=C1)OC(NC1=C2C=CN=CC2=CC=C1)=O (isoquinolin-5-yl-carbamic acid phenyl ester), C(C)(C)N(CC)C(C)C (diisopropylethylamine). Run in CS(=O)C (DMSO). Product: C1(CC1)CC1C(CCC2=CC(=CC=C12)F)NC(=O)NC1=C2C=CN=CC2=CC=C1 (1-(1-cyclopropylmethyl-6-fluoro-1,2,3,4-tetrahydro-naphthalen-2-yl)-3-isoquinolin-5-yl-urea). Yield: 28.6%. Reaction SMILES: Cl.[CH:2]1([CH2:5][CH:6]2[C:15]3[C:10](=[CH:11][C:12]([F:16])=[CH:13][CH:14]=3)[CH2:9][CH2:8][CH:7]2[NH2:17])[CH2:4][CH2:3]1.C1([O:24][C:25](=O)[NH:26][C:27]2[CH:36]=[CH:35][CH:34]=[C:33]3[C:28]=2[CH:29]=[CH:30][N:31]=[CH:32]3)C=CC=CC=1.C(N(C(C)C)CC)(C)C>CS(C)=O>[CH:2]1([CH2:5][CH:6]2[C:15]3[C:10](=[CH:11][C:12]([F:16])=[CH:13][CH:14]=3)[CH2:9][CH2:8][CH:7]2[NH:17][C:25]([NH:26][C:27]2[CH:36]=[CH:35][CH:34]=[C:33]3[C:28]=2[CH:29]=[CH:30][N:31]=[CH:32]3)=[O:24])[CH2:3][CH2:4]1 |f:0.1|. Procedure: 1-Cyclopropylmethyl-6-fluoro-1,2,3,4-tetrahydro-naphthalen-2-ylamine hydrochloride (127 mg, 0.49 mmol), isoquinolin-5-yl-carbamic acid phenyl ester (150 mg, 0.49 mmol), and diisopropylethylamine (193 mg, 1.47 mmol) were combined and stirred at ambient temperature in DMSO (3 mL) overnight. The product was purified by directly injecting the crude reaction onto a reverse phase prep-HPLC (10-90% water:acetonitrile gradient). The appropriate fractions were lyophilized to yield 1-(1-cyclopropylmethyl-... The reactants are C1(CCC1)C1=C(C=C(C(=C1)C)C(=O)OC)C1=NC2=C(CCN(CC2)C(=O)OC(C)(C)C)N1 (tert-butyl 2-(2-cyclobutyl-5-(methoxycarbonyl)-4-methylphenyl)-4,5,7,8-tetrahydroimidazo[4,5-d]azepine-6(1H)-carboxylate), C1(CCC1)C1=C(C=C(C(=C1)C)C(=O)OC)C1=NC2=C(CCN(CC2)C(=O)OC(C)(C)C)N1 (tert-butyl 2-(2-cyclobutyl-5-(methoxycarbonyl)-4-methylphenyl)-4,5,7,8-tetrahydroimidazo[4,5-d]azepine-6(1H)-carboxylate), Cl (Hydrogen chloride). The solvent is CCOC(=O)C (EtOAc). Conditions: time 30 minute. The product is Cl.C1(CCC1)C1=CC(=C(C(=O)OC)C=C1C1=NC2=C(CCNCC2)N1)C (Methyl 4-cyclobutyl-5-(1,4,5,6,7,8-hexahydroimidazo[4,5-d]azepin-2-yl)-2-methylbenzoate hydrochloride). RXN SMILES: [CH:1]1([C:5]2[CH:10]=[C:9]([CH3:11])[C:8]([C:12]([O:14][CH3:15])=[O:13])=[CH:7][C:6]=2[C:16]2[NH:32][C:19]3[CH2:20][CH2:21][N:22](C(OC(C)(C)C)=O)[CH2:23][CH2:24][C:18]=3[N:17]=2)[CH2:4][CH2:3][CH2:2]1.[ClH:33]>CCOC(C)=O>[ClH:33].[CH:1]1([C:5]2[C:6]([C:16]3[NH:17][C:18]4[CH2:24][CH2:23][NH:22][CH2:21][CH2:20][C:19]=4[N:32]=3)=[CH:7][C:8]([C:12]([O:14][CH3:15])=[O:13])=[C:9]([CH3:11])[CH:10]=2)[CH2:2][CH2:3][CH2:4]1 |f:3.4|. Procedure details: Into a 50-mL 3-necked round-bottom flask, was placed a solution of tert-butyl 2-(2-cyclobutyl-5-(methoxycarbonyl)-4-methylphenyl)-4,5,7,8-tetrahydroimidazo[4,5-d]azepine-6(1H)-carboxylate (compound 82.6, 200 mg, 0.46 mmol) in EtOAc (10 mL). Hydrogen chloride (gas) was introduced into the solution by bubbling and the solution was stirred for 30 min at room temperature. The resulting mixture was concentrated under reduced pressure to yield 136 mg (crude) of the title compound as a yellow solid.